Dataset: the Open Reaction Database (ORD), a public repository of structured organic reaction records. Task: describe an organic reaction: reactants, conditions, products, and yield The reactants are N (ammonia), Cl.CON=CC1=CC=C(C(C(=O)OC)=C1)O (methyl 5-methoxyiminomethylsalicylate hydrochloride). The yield is 53.1%. Procedure: To a solution prepared by introducing 6.0 g of dried gaseous ammonia into 200 ml of anhydrous methanol, was added with stirring at room temperature 40.0 g of methyl 5-methoxyiminomethylsalicylate hydrochloride. The crystals dissolved, yielding a clear yellow solution and after 5 to 10 minutes there occurred precipitation of colorless crystals. The crystals were collected by filtration and washed with methanol to obtain 16.8 g of methyl 5-amidinosalicylate. As a reaction SMILES: [NH3:1].Cl.CO[N:5]=[CH:6][C:7]1[CH:16]=[C:11]([C:12]([O:14][CH3:15])=[O:13])[C:10]([OH:17])=[CH:9][CH:8]=1>CO>[C:6]([C:7]1[CH:16]=[C:11]([C:12]([O:14][CH3:15])=[O:13])[C:10]([OH:17])=[CH:9][CH:8]=1)(=[NH:5])[NH2:1] |f:1.2|. Yields the product C(N)(=N)C1=CC=C(C(C(=O)OC)=C1)O (methyl 5-amidinosalicylate). The solvent is CO (methanol). Reactants: CN1C(CC2=CC=CC=C12)=O (1-Methyl-2-indolinone), C1(C=2C(C(N1CC(=O)Cl)=O)=CC=CC2)=O (2-phthalimidoacetyl chloride). The product is CN1C(CC2=CC(=CC=C12)C(CN1C(C=2C(C1=O)=CC=CC2)=O)=O)=O (1-methyl-5-phthalimidoacetyl-2-indolinone). The yield is 65.3%. As a reaction SMILES: [CH3:1][N:2]1[C:10]2[C:5](=[CH:6][CH:7]=[CH:8][CH:9]=2)[CH2:4][C:3]1=[O:11].[C:12]1(=[O:26])[N:16]([CH2:17][C:18](Cl)=[O:19])[C:15](=[O:21])[C:14]2=[CH:22][CH:23]=[CH:24][CH:25]=[C:13]12>>[CH3:1][N:2]1[C:10]2[C:5](=[CH:6][C:7]([C:18](=[O:19])[CH2:17][N:16]3[C:15](=[O:21])[C:14]4=[CH:22][CH:23]=[CH:24][CH:25]=[C:13]4[C:12]3=[O:26])=[CH:8][CH:9]=2)[CH2:4][C:3]1=[O:11]. Procedure details: 1-Methyl-2-indolinone (34.0 g) and 2-phthalimidoacetyl chloride (37.3 g) was reacted according to a similar manner to that of Example 8-(1). The object compound was purified by column chromatography on silica gel (300 g) using chloroform as an eluent to give 36.41 g of 1-methyl-5-phthalimidoacetyl-2-indolinone. Reactants: N1C(=NC2=C1C=CC=C2)OC2=CC=C(C=C2)C=2N(N=C1C2N=CC=C1)CC (3-[4-(1H-benzimidazol-2-yloxy)phenyl]-2-ethyl-2H-pyrazolo[4,3-b]pyridine), IC (iodomethane), C([O-])([O-])=O.[Cs+].[Cs+] (cesium carbonate), CN(C)C=O (DMF). Run in O (Water). Conditions: time 2 hour. Yields the product C(C)N1N=C2C(N=CC=C2)=C1C1=CC=C(C=C1)OC1=NC2=C(N1C)C=CC=C2 (2-Ethyl-3-{4-[(1-methyl-1H-benzimidazol-2-yl)oxy]phenyl}-2H-pyrazolo[4,3-b]pyridine). Isolated yield 92.4%. RXN SMILES: [NH:1]1[C:5]2[CH:6]=[CH:7][CH:8]=[CH:9][C:4]=2[N:3]=[C:2]1[O:10][C:11]1[CH:16]=[CH:15][C:14]([C:17]2[N:18]([CH2:26][CH3:27])[N:19]=[C:20]3[CH:25]=[CH:24][CH:23]=[N:22][C:21]=23)=[CH:13][CH:12]=1.IC.[C:30](=O)([O-])[O-].[Cs+].[Cs+].CN(C=O)C>O>[CH2:26]([N:18]1[C:17]([C:14]2[CH:15]=[CH:16][C:11]([O:10][C:2]3[N:1]([CH3:30])[C:5]4[CH:6]=[CH:7][CH:8]=[CH:9][C:4]=4[N:3]=3)=[CH:12][CH:13]=2)=[C:21]2[N:22]=[CH:23][CH:24]=[CH:25][C:20]2=[N:19]1)[CH3:27] |f:2.3.4|. Procedure details: A mixture of 3-[4-(1H-benzimidazol-2-yloxy)phenyl]-2-ethyl-2H-pyrazolo[4,3-b]pyridine (25 mg) obtained in Example 3, iodomethane (5.72 μl), cesium carbonate (34.4 mg) and DMF (1 ml) was stirred at room temperature for 2 hr. Water was added to the reaction mixture, and the mixture was extracted with ethyl acetate. The extract was washed with saturated brine, dried over anhydrous magnesium sulfate, and the solvent was evaporated under reduced pressure. The residue was purified by silica gel column... Reactants: C1CCOC1, CCCC(=O)NCC(OCC)OCC, O. Yields the product CCCC(=O)NCC=O. As a reaction SMILES: [CH2:16]1[O:17][CH2:18][CH2:19][CH2:20]1.[CH2:1]([O:3][CH:4]([O:2][CH2:12][CH3:13])[CH2:5][NH:6][C:7]([CH2:8][CH2:9][CH3:10])=[O:11])[CH3:14].[OH2:15]>>[O:3]=[CH:4][CH2:5][NH:6][C:7]([CH2:8][CH2:9][CH3:10])=[O:11]. Starting materials: COCCOc1cc2ncnc(Cl)c2cc1OC, [H-], NS(=O)(=O)c1ccc2c(c1)CC(=O)N2, [Na+], CN(C)C=O. Product: Cl, COCCOc1cc2ncnc(C3C(=O)Nc4ccc(S(N)(=O)=O)cc43)c2cc1OC. Reaction SMILES: [Cl:17][c:18]1[n:19][cH:20][n:21][c:22]2[cH:23][c:24]([O:30][CH2:31][CH2:32][O:33][CH3:34])[c:25]([O:28][CH3:29])[cH:26][c:27]12.[H-:15].[NH2:1][S:2](=[O:3])(=[O:4])[c:5]1[cH:6][c:7]2[c:11]([cH:12][cH:13]1)[NH:10][C:9](=[O:14])[CH2:8]2.[Na+:16].[O:35]=[CH:36][N:37]([CH3:38])[CH3:39]>>[ClH:17].[NH2:1][S:2](=[O:3])(=[O:4])[c:5]1[cH:6][c:7]2[c:11]([cH:12][cH:13]1)[NH:10][C:9](=[O:14])[CH:8]2[c:18]1[n:19][cH:20][n:21][c:22]2[cH:23][c:24]([O:30][CH2:31][CH2:32][O:33][CH3:34])[c:25]([O:28][CH3:29])[cH:26][c:27]12. Reactants: BrCCOC=1C=C(C=CC1)C1=NOC2=C1SC=C2 (3-[3-(2-bromo-ethoxy)-phenyl]-thieno[2,3-d]isoxazole), C([O-])([O-])=O.[K+].[K+] (potassium carbonate), N1CCCC1 (pyrrolidine). Solvent: C(C)#N (acetonitrile). Product: N1(CCCC1)CCOC=1C=C(C=CC1)C1=NOC2=C1SC=C2 (3-[3-(2-pyrrolidin-1-yl-ethoxy)-phenyl]-thieno[2,3-d]isoxazole). As a reaction SMILES: Br[CH2:2][CH2:3][O:4][C:5]1[CH:6]=[C:7]([C:11]2[C:15]3[S:16][CH:17]=[CH:18][C:14]=3[O:13][N:12]=2)[CH:8]=[CH:9][CH:10]=1.C(=O)([O-])[O-].[K+].[K+].[NH:25]1[CH2:29][CH2:28][CH2:27][CH2:26]1>C(#N)C>[N:25]1([CH2:2][CH2:3][O:4][C:5]2[CH:6]=[C:7]([C:11]3[C:15]4[S:16][CH:17]=[CH:18][C:14]=4[O:13][N:12]=3)[CH:8]=[CH:9][CH:10]=2)[CH2:29][CH2:28][CH2:27][CH2:26]1 |f:1.2.3|. Reported procedure: The title compound is prepared from 3-[3-(2-bromo-ethoxy)-phenyl]-thieno[2,3-d]isoxazole, potassium carbonate, pyrrolidine and acetonitrile essentially as described above in example 40. Purity by LC/MS (APCI)=100%, [M+H]+=315. Reactants: CCCCCC, ClC(Cl)Cl, CC(C)O, O=C1c2ccccc2C(=O)N1OCCCOc1ccc(C(F)(F)F)cn1, NN, O. The product is NOCCCOc1ccc(C(F)(F)F)cn1. RXN SMILES: [CH3:38][CH2:39][CH2:40][CH2:41][CH2:42][CH3:43].[CH:27]([Cl:28])([Cl:29])[Cl:30].[CH:34]([OH:35])([CH3:36])[CH3:37].[F:1][C:2]([c:3]1[cH:4][cH:5][c:6]([O:9][CH2:10][CH2:11][CH2:12][O:13][N:14]2[C:15](=[O:16])[c:17]3[cH:18][cH:19][cH:20][cH:21][c:22]3[C:23]2=[O:24])[n:7][cH:8]1)([F:25])[F:26].[NH2:32][NH2:33].[OH2:31]>>[F:1][C:2]([c:3]1[cH:4][cH:5][c:6]([O:9][CH2:10][CH2:11][CH2:12][O:13][NH2:14])[n:7][cH:8]1)([F:25])[F:26].